This data is from the Open Reaction Database (ORD), a public repository of structured organic reaction records. The task is: describe an organic reaction: reactants, conditions, products, and yield Starting materials: C(=O)(C(F)(F)F)O (TFA), C(C)C1=NN(C2=CC(=CC=C12)C1=CC=C2C(=N1)N(N=N2)CC=2C=C1C=CC=NC1=CC2)C(=O)OC(C)(C)C (tert-Butyl 3-ethyl-6-(3-(quinolin-6-ylmethyl)-3H-[1,2,3]triazolo[4,5-b]pyridin-5-yl)-1H-indazole-1-carboxylate), [OH-].[Na+] (NaOH). The solvent is ice water, ClCCl (dichloromethane). Conditions: time 2 hour. Product: C(C)C1=NNC2=CC(=CC=C12)C1=CC=C2C(=N1)N(N=N2)CC=2C=C1C=CC=NC1=CC2 (6-((5-(3-ethyl-1H-indazol-6-yl)-3H-[1,2,3]triazolo[4,5-b]pyridin-3-yl)methyl)quinoline). The yield is 57.3%. Reaction SMILES: [CH2:1]([C:3]1[C:11]2[C:6](=[CH:7][C:8]([C:12]3[N:17]=[C:16]4[N:18]([CH2:21][C:22]5[CH:23]=[C:24]6[C:29](=[CH:30][CH:31]=5)[N:28]=[CH:27][CH:26]=[CH:25]6)[N:19]=[N:20][C:15]4=[CH:14][CH:13]=3)=[CH:9][CH:10]=2)[N:5](C(OC(C)(C)C)=O)[N:4]=1)[CH3:2].C(O)(C(F)(F)F)=O.[OH-].[Na+]>ClCCl>[CH2:1]([C:3]1[C:11]2[C:6](=[CH:7][C:8]([C:12]3[N:17]=[C:16]4[N:18]([CH2:21][C:22]5[CH:23]=[C:24]6[C:29](=[CH:30][CH:31]=5)[N:28]=[CH:27][CH:26]=[CH:25]6)[N:19]=[N:20][C:15]4=[CH:14][CH:13]=3)=[CH:9][CH:10]=2)[NH:5][N:4]=1)[CH3:2] |f:2.3|. Procedure details: To a solution of Example 181 (0.050 g, 0.099 mmol) in dichloromethane (1 ml) cooled to 0° C., TFA (0.5 ml) was added and warmed to RT. After 2 h, the reaction mixture was poured in ice water and pH was adjusted to ca. 11 with 10% NaOH solution and extracted with ethyl acetate, washed with brine, dried over sodium sulphate and concentrated to afford the title compound as a yellow solid (0.023 g, 61%). M.P.: 211-213° C. MS (m/z): 406.08 (M+). The reactants are CC(C(=O)Cl)CCCCCCCC (2-Methyl decanoyl chloride), [OH-].[NH4+] (ammonium hydroxide). The product is CC(C(=O)N)CCCCCCCC (2-methyl decanamide). Isolated yield 85.5%. As a reaction SMILES: [CH3:1][CH:2]([CH2:6][CH2:7][CH2:8][CH2:9][CH2:10][CH2:11][CH2:12][CH3:13])[C:3](Cl)=[O:4].[OH-].[NH4+:15]>>[CH3:1][CH:2]([CH2:6][CH2:7][CH2:8][CH2:9][CH2:10][CH2:11][CH2:12][CH3:13])[C:3]([NH2:15])=[O:4] |f:1.2|. Procedure: 2-Methyl decanoyl chloride (68.9 g, 336 mmol) was added dropwise to rapidly stirred ammonium hydroxide (200 ml) cooled in an ice bath. The resulting white slurry was stirred at room temperature for one-half hour, then filtered through a Buchner funnel. The filter cake was washed with 100 ml of ice water, air-dried overnight, then dried in a vacuum over at 55° C. for 2 hours to give 53 g (85.5% yield) of a white solid product, m.p. 80°-81° C. (lit. m.p. 81.4° C.). The reactants are F[B-](F)(F)F, COC(=O)c1ccc(Br)s1, CC(C)(C)OC(=O)N1CCCC1, CC(C)(C)P(C(C)(C)C)C(C)(C)C, C1CCCCC1, COC(C)(C)C, [Li]C(C)CC, [Cl-], [Cl-], [NH4+], CC(=O)[O-], CC(=O)[O-], [OH-], [Pd+2], [Zn+2]. The product is COC(=O)c1ccc(C2CCCN2C(=O)OC(C)(C)C)s1. RXN SMILES: [B-:28]([F:29])([F:30])([F:31])[F:32].[Br:18][c:19]1[cH:20][cH:21][c:22]([C:24](=[O:25])[O:26][CH3:27])[s:23]1.[C:1](=[O:2])([O:3][C:4]([CH3:5])([CH3:6])[CH3:7])[N:8]1[CH2:9][CH2:10][CH2:11][CH2:12]1.[C:33]([P:34]([C:35]([CH3:36])([CH3:37])[CH3:38])[C:39]([CH3:40])([CH3:41])[CH3:42])([CH3:43])([CH3:44])[CH3:45].[CH2:54]1[CH2:55][CH2:56][CH2:57][CH2:58][CH2:59]1.[CH3:48][O:49][C:50]([CH3:51])([CH3:52])[CH3:53].[CH:13]([Li:14])([CH2:15][CH3:16])[CH3:17].[Cl-:60].[Cl-:62].[NH4+:46].[O-:64][C:65]([CH3:66])=[O:67].[O-:68][C:69]([CH3:70])=[O:71].[OH-:47].[Pd+2:63].[Zn+2:61]>>[C:1](=[O:2])([O:3][C:4]([CH3:5])([CH3:6])[CH3:7])[N:8]1[CH2:9][CH2:10][CH2:11][CH:12]1[c:19]1[cH:20][cH:21][c:22]([C:24](=[O:25])[O:26][CH3:27])[s:23]1. Starting materials: C1CCOC1, CCOC(C)=O, CC(C)NC(C)C, [Cl-], COc1ccc2c(c1)CCC(Cl)C2=O, [Li], [NH4+]. Yields the product CCOC(=O)CC1(O)c2ccc(OC)cc2CCC1Cl. RXN SMILES: [CH2:31]1[O:32][CH2:33][CH2:34][CH2:35]1.[CH3:25][CH2:26][O:27][C:28](=[O:29])[CH3:30].[CH:1]([NH:2][CH:3]([CH3:4])[CH3:5])([CH3:6])[CH3:7].[Cl-:23].[Cl:9][CH:10]1[C:11](=[O:22])[c:12]2[cH:13][cH:14][c:15]([O:20][CH3:21])[cH:16][c:17]2[CH2:18][CH2:19]1.[Li:8].[NH4+:24]>>[Cl:9][CH:10]1[C:11]([OH:22])([CH2:30][C:28]([O:27][CH2:26][CH3:25])=[O:29])[c:12]2[cH:13][cH:14][c:15]([O:20][CH3:21])[cH:16][c:17]2[CH2:18][CH2:19]1. The reactants are Cc1nn(C)c2c(O)nc(C3CC3)nc12, ClP(Cl)(Cl)(Cl)Cl, O=P(Cl)(Cl)Cl. The product is Cc1nn(C)c2c(Cl)nc(C3CC3)nc12. As a reaction SMILES: [CH:1]1([c:4]2[n:5][c:6]([OH:15])[c:7]3[c:8]([n:9]2)[c:10]([CH3:14])[n:11][n:12]3[CH3:13])[CH2:2][CH2:3]1.[Cl:16][P:17]([Cl:18])([Cl:19])([Cl:20])[Cl:21].[P:22]([Cl:23])([Cl:24])([Cl:25])=[O:26]>>[CH:1]1([c:4]2[n:5][c:6]([Cl:16])[c:7]3[c:8]([n:9]2)[c:10]([CH3:14])[n:11][n:12]3[CH3:13])[CH2:2][CH2:3]1. Reactants: CON(C(=O)C1=CN(C2=CC=CC=C2C1=O)CC1=NC(=CC=C1)Br)C (1-(6-bromo-pyridin-2-ylmethyl)-4-oxo-1,4-dihydro-quinoline-3-carboxylic acid methoxy-methyl-amide), white solid, ClC1=CC=C(S1)[Mg]Br (5-chloro-2-thienylmagnesium bromide). Solvent: C1CCOC1 (THF). The product is BrC1=CC=CC(=N1)CN1C=C(C(C2=CC=CC=C12)=O)C(=O)C=1SC(=CC1)Cl (1-(6-Bromo-pyridin-2-ylmethyl)-3-(5-chloro-thiophene-2-carbonyl)-1H-quinolin-4-one). As a reaction SMILES: CON(C)[C:4]([C:6]1[C:15](=[O:16])[C:14]2[C:9](=[CH:10][CH:11]=[CH:12][CH:13]=2)[N:8]([CH2:17][C:18]2[CH:23]=[CH:22][CH:21]=[C:20]([Br:24])[N:19]=2)[CH:7]=1)=[O:5].[Cl:26][C:27]1[S:31][C:30]([Mg]Br)=[CH:29][CH:28]=1>C1COCC1>[Br:24][C:20]1[N:19]=[C:18]([CH2:17][N:8]2[C:9]3[C:14](=[CH:13][CH:12]=[CH:11][CH:10]=3)[C:15](=[O:16])[C:6]([C:4]([C:30]3[S:31][C:27]([Cl:26])=[CH:28][CH:29]=3)=[O:5])=[CH:7]2)[CH:23]=[CH:22][CH:21]=1. Procedure: Experimental conditions analogous to those described for Step 6 of Example 60 from 90 mg (0.22 mmol) of 1-(6-bromo-pyridin-2-ylmethyl)-4-oxo-1,4-dihydro-quinoline-3-carboxylic acid methoxy-methyl-amide in 0.5 mL THF and 2.0 mL 0.25M 5-chloro-2-thienylmagnesium bromide. Yield: 56 mg of a white solid. LC-MSD, m/z for C20H12BrClN2O2S [M+H]+=458.9, 460.9, 462.9; HPLC retention time: 2.5 min. The reactants are [Cl-].C(C)(C)[N+](C(C)C)=C (N-isopropyl-N-methylenepropan-2-aminium chloride), ClC1=NC=NC(=C1F)C (4-chloro-5-fluoro-6-methylpyrimidine). Run in C(C)#N (acetonitrile). Product: ClC1=NC=NC(=C1F)C=C (4-Chloro-5-fluoro-6-vinyl pyrimidine). RXN SMILES: [Cl-].[CH:2]([N+](=C)C(C)C)(C)C.[Cl:10][C:11]1[C:16]([F:17])=[C:15]([CH3:18])[N:14]=[CH:13][N:12]=1>C(#N)C>[Cl:10][C:11]1[C:16]([F:17])=[C:15]([CH:18]=[CH2:2])[N:14]=[CH:13][N:12]=1 |f:0.1|. Procedure: To a solution of N-isopropyl-N-methylenepropan-2-aminium chloride (13.3 g, 88.7 mmol) in acetonitrile (55 mL) was added 4-chloro-5-fluoro-6-methylpyrimidine (10.0 g, 68.2 mmol). The reaction flask was flushed with argon and the mixture was heated at reflux for 24 hours with stirring, then cooled to room temperature. Water (130 mL) was added and the mixture was extracted with dichloromethane (140 mL). The organic phase was washed with 10% aqueous KHSO4 (400 mL) and dried over Na2SO4. The solution... The reactants are ClC1=NC=CC(=C1)C#CC=1N=C(NC1)C (2-chloro-4-(2-methyl-1H-imidazol-4-ylethynyl)-pyridine), ClC1=NC=CC(=N1)OC (2-chloro-4-methoxy-pyrimidine). The product is ClC1=NC=CC(=C1)C#CC=1N=C(N(C1)C1=NC=CC(=N1)OC)C (2-[4-(2-Chloro-pyridin-4-ylethynyl)-2-methyl-imidazol-1-yl]-4-methoxy-pyrimidine). Reaction SMILES: [Cl:1][C:2]1[CH:7]=[C:6]([C:8]#[C:9][C:10]2[N:11]=[C:12]([CH3:15])[NH:13][CH:14]=2)[CH:5]=[CH:4][N:3]=1.Cl[C:17]1[N:22]=[C:21]([O:23][CH3:24])[CH:20]=[CH:19][N:18]=1>>[Cl:1][C:2]1[CH:7]=[C:6]([C:8]#[C:9][C:10]2[N:11]=[C:12]([CH3:15])[N:13]([C:17]3[N:22]=[C:21]([O:23][CH3:24])[CH:20]=[CH:19][N:18]=3)[CH:14]=2)[CH:5]=[CH:4][N:3]=1. Reported procedure: The title compound, MS: m/e=326.5 (M+H+), was prepared in accordance with the general method of example 3 from 2-chloro-4-(2-methyl-1H-imidazol-4-ylethynyl)-pyridine and 2-chloro-4-methoxy-pyrimidine. The reactants are BrC1=C(C=C(C=C1)O)C (4-Bromo-3-methylphenol), [Si](C)(C)(C(C)(C)C)Cl (t-butyldimethylsilyl chloride), N1C=NC=C1 (imidazole), crude product, BrN1C(CCC1=O)=O (N-Bromosuccinimide). Solvent: O (Water), CN(C=O)C (N,N-dimethylformamide), C(Cl)(Cl)(Cl)Cl (carbon tetrachloride). Conditions: temperature 5 celsius. The product is BrC1=C(CBr)C=C(C=C1)O[Si](C)(C)C(C)(C)C (2-Bromo-5-t-butyldimethylsilyloxybenzyl bromide). As a reaction SMILES: [Br:1][C:2]1[CH:7]=[CH:6][C:5]([OH:8])=[CH:4][C:3]=1[CH3:9].[Si:10](Cl)([C:13]([CH3:16])([CH3:15])[CH3:14])([CH3:12])[CH3:11].N1C=CN=C1.[Br:23]N1C(=O)CCC1=O>CN(C)C=O.C(Cl)(Cl)(Cl)Cl.O>[Br:1][C:2]1[CH:7]=[CH:6][C:5]([O:8][Si:10]([C:13]([CH3:16])([CH3:15])[CH3:14])([CH3:12])[CH3:11])=[CH:4][C:3]=1[CH2:9][Br:23]. Reported procedure: 4-Bromo-3-methylphenol(4.49 g, 24.0 mmol), t-butyldimethylsilyl chloride (5.43 g, 36.0 mmol) and imidazole (4.90 g, 22.0 mmol) in N,N-dimethylformamide (30 ml) were stirred at room temperature for 16 h. Water (100 ml) was added and the products extracted with ethyl acetate. Drying (MGSO4), evaporation to dryness under reduced pressure and purification by flash chromatography using hexane as eluent gave the crude silylated phenol (4.16 g, 57%), to this crude product (4.16 g, 13.77 mmol) was added... The reactants are Cl.ClCC1CN(CCC1)C (3-chloromethyl-1-methylpiperidine hydrochloride), CC(C)([O-])C.[K+] (potassium t-butoxide), [N+](=O)([O-])C1=CC=C(C=C1)O (4-nitrophenol), 35a, 35b. The solvent is [OH-].[Na+] (NaOH), CN(C)C=O (DMF), CN(C)C=O (DMF). Run at temperature 100 celsius, time 20 minute. The product is CN1CC(CCC1)COC1=CC=C(C=C1)[N+](=O)[O-] (1-methyl-3-(4-nitro-phenoxymethyl)-piperidine). As a reaction SMILES: CC(C)([O-])C.[K+].[N+:7]([C:10]1[CH:15]=[CH:14][C:13]([OH:16])=[CH:12][CH:11]=1)([O-:9])=[O:8].Cl.Cl[CH2:19][CH:20]1[CH2:25][CH2:24][CH2:23][N:22]([CH3:26])[CH2:21]1>CN(C=O)C.[OH-].[Na+]>[CH3:26][N:22]1[CH2:23][CH2:24][CH2:25][CH:20]([CH2:19][O:16][C:13]2[CH:14]=[CH:15][C:10]([N+:7]([O-:9])=[O:8])=[CH:11][CH:12]=2)[CH2:21]1 |f:0.1,3.4,6.7|. Procedure details: 1 M potassium t-butoxide (50.6 mL) was added dropwise to 4-nitrophenol Compound 35a (7.03 g, 50.6 mmol) in DMF (100 mL) at 0° C. After 20 mins, 3-chloromethyl-1-methylpiperidine hydrochloride Compound 35b (9.31 g, 50.6 mmol, neutralized prior to addition) in DMF (10 mL) was added to the reaction mixture. The reaction was then heated at 100° C. for 5 days. The cooled reaction was diluted with 1 N NaOH and washed with ethyl ether. The aqueous layer was then adjusted to pH 5 with NaH2PO4 and extrac...